From a dataset of the Open Reaction Database (ORD), a public repository of structured organic reaction records. describe an organic reaction: reactants, conditions, products, and yield The reactants are CCCC(C(O)CCC)=O (butyroin), C(C(C)S)S (propane-1,2-dithiol), C1(=CC=C(C=C1)S(=O)(=O)O)C (p-toluenesulfonic acid). Yields the product CC1SC(=C(SC1)CCC)CCC (2,3-Dihydro-2-methyl-5,6-dipropyl-1,4-dithiin). As a reaction SMILES: [CH3:1][CH2:2][CH2:3][C:4](=O)[CH:5]([CH2:7][CH2:8][CH3:9])O.[CH2:11]([SH:15])[CH:12]([SH:14])[CH3:13].C1(C)C=CC(S(O)(=O)=O)=CC=1>>[CH3:13][CH:12]1[CH2:11][S:15][C:4]([CH2:3][CH2:2][CH3:1])=[C:5]([CH2:7][CH2:8][CH3:9])[S:14]1. Procedure details: The method of Example 4 was followed, using butyroin (12 g), propane-1,2-dithiol (9 g) and p-toluenesulfonic acid (0.5 g). 2,3-Dihydro-2-methyl-5,6-dipropyl-1,4-dithiin was obtained as a greenish liquid, boiling range 76°-85°/0.055 mm, yield 7.5 g (35%). NMR (CDCl3) 0.92 δ (triplet), 1.25-2.4 δ (complex overlapping doublet, multiplet, and quartet) 2.6-3.6 δ (complex multiplet). The reactants are 103A, CS(=O)(=O)OC1CN(C1)C1=C(C(=O)OC)C=C(C=N1)C(F)(F)F (methyl 2-(3-((methylsulfonyl)oxy)azetidin-1-yl)-5-(trifluoromethyl)nicotinate), FC(OC=1C=C(C=CC1)O)(F)F (3-(trifluoromethoxy)phenol). Product: FC(OC=1C=C(OC2CN(C2)C2=C(C(=O)O)C=C(C=N2)C(F)(F)F)C=CC1)(F)F (2-(3-(3-(trifluoromethoxy)phenoxy)azetidin-1-yl)-5-(trifluoromethyl)nicotinic acid). Isolated yield 101.0%. Reaction SMILES: CS([O:5][CH:6]1[CH2:9][N:8]([C:10]2[N:19]=[CH:18][C:17]([C:20]([F:23])([F:22])[F:21])=[CH:16][C:11]=2[C:12]([O:14]C)=[O:13])[CH2:7]1)(=O)=O.[F:24][C:25]([F:35])([F:34])[O:26][C:27]1[CH:28]=[C:29](O)[CH:30]=[CH:31][CH:32]=1>>[F:24][C:25]([F:34])([F:35])[O:26][C:27]1[CH:32]=[C:31]([CH:30]=[CH:29][CH:28]=1)[O:5][CH:6]1[CH2:9][N:8]([C:10]2[N:19]=[CH:18][C:17]([C:20]([F:23])([F:22])[F:21])=[CH:16][C:11]=2[C:12]([OH:14])=[O:13])[CH2:7]1. Reported procedure: The title compound (D126) (110 mg) was prepared according to the experimental procedure described in Description 103A starting from methyl 2-(3-((methylsulfonyl)oxy)azetidin-1-yl)-5-(trifluoromethyl)nicotinate (D68) (100 mg, 0.258 mmol) and 3-(trifluoromethoxy)phenol (0.043 ml, 0.338 mmol). Reactants: C(O)([O-])=O.[Na+] (sodium hydrogen carbonate), S(O)(O)(=O)=O.NC=1C=NN(C1N)C (4,5-diamino-1-methylpyrazole sulfuric acid salt), C(C)(C)N(CC)C(C)C (diisopropylethylamine), O=C1N(C(CC1)=O)OC(CNC(OC(C)(C)C)=O)=O (tert-butyl 2-[(2,5-dioxo-1-pyrrolidinyl)oxyl]-2-oxoethylcarbamate). Solvent: [Cl-].[Na+].O (brine), O1CCCC1 (tetrahydrofuran). Reaction conditions: time 8 hour. The product is NC1=C(C=NN1C)NC(CNC(OC(C)(C)C)=O)=O (tert-butyl 2-[(5-amino-1-methyl-1H-pyrazol-4-yl)amino]-2-oxoethylcarbamate). The yield is 78.6%. As a reaction SMILES: S(=O)(=O)(O)O.[NH2:6][C:7]1[CH:8]=[N:9][N:10]([CH3:13])[C:11]=1[NH2:12].O=C1CCC(=O)N1[O:21][C:22](=O)[CH2:23][NH:24][C:25](=[O:31])[O:26][C:27]([CH3:30])([CH3:29])[CH3:28].C(N(C(C)C)CC)(C)C.C(=O)([O-])O.[Na+]>O1CCCC1.[Cl-].[Na+].O>[NH2:12][C:11]1[N:10]([CH3:13])[N:9]=[CH:8][C:7]=1[NH:6][C:22](=[O:21])[CH2:23][NH:24][C:25](=[O:31])[O:26][C:27]([CH3:28])([CH3:29])[CH3:30] |f:0.1,4.5,7.8.9|. Procedure: To a suspension of 4,5-diamino-1-methylpyrazole sulfuric acid salt (305 g) in tetrahydrofuran (3.05 L) was added tert-butyl 2-[(2,5-dioxo-1-pyrrolidinyl)oxyl]-2-oxoethylcarbamate (415 g) under ice-cooling. To the mixture was added diisopropylethylamine (556 ml) dropwise at a temperature below 10° C. The mixture was stirred at room temperature overnight. To the resulting solution were added brine and saturated aqueous sodium hydrogen carbonate solution, and the mixture was extracted with ethyl ac... Reactants: FC([C@@H](CCO)O)(F)F ((R)-4,4,4-trifluoro-1,3-butanediol), N1C=NC=C1 (imidazole), II (iodine), C1(=CC=CC=C1)P(C1=CC=CC=C1)C1=CC=CC=C1 (Triphenylphosphine). Solvent: ClCCl (dichloromethane), ClCCl (dichloromethane). Conditions: time 30 minute. The product is FC([C@@H](CCI)O)(F)F ((R)-1,1,1-Trifluoro-4-iodo-2-butanol). Yield: 80.2%. Reaction SMILES: C1(P(C2C=CC=CC=2)C2C=CC=CC=2)C=CC=CC=1.N1C=CN=C1.[I:25]I.[F:27][C:28]([F:35])([F:34])[C@H:29]([OH:33])[CH2:30][CH2:31]O>ClCCl>[F:27][C:28]([F:35])([F:34])[C@H:29]([OH:33])[CH2:30][CH2:31][I:25]. Procedure: Triphenylphosphine (5.09 g, 19.4 mmol) was dissolved in dichloromethane (66 mL) and treated with imidazole (1.33 g, 19.5 mmol) and iodine (4.92 g, 19.4 mmol), respectively, to give an orange suspension. A solution of (R)-4,4,4-trifluoro-1,3-butanediol (2.34 g, 16.2 mmol) in dichloromethane (18 mL) was added to the suspension and stirred for 30 minutes. The reaction mixture was placed on a silica gel flash column and eluted with 100% dichloromethane to give the product as a pale purple oil (3.30 ...